This data is from the Open Reaction Database (ORD), a public repository of structured organic reaction records. The task is: describe an organic reaction: reactants, conditions, products, and yield The reactants are ClC1=CC=C(C=C1)OC (4-chloroanisole), C(C)(=O)N1CCC(CC1)C(=O)Cl (1-acetylpiperidine-4-carbonyl chloride). Product: C(C)(=O)N1CCC(CC1)C(=O)C1=C(C=CC(=C1)Cl)O ((1-acetylpiperidin-4-yl)-(5-chloro-2-hydroxyphenyl)methanone). Reaction SMILES: [Cl:1][C:2]1[CH:7]=[CH:6][C:5]([O:8]C)=[CH:4][CH:3]=1.[C:10]([N:13]1[CH2:18][CH2:17][CH:16]([C:19](Cl)=[O:20])[CH2:15][CH2:14]1)(=[O:12])[CH3:11]>>[C:10]([N:13]1[CH2:14][CH2:15][CH:16]([C:19]([C:4]2[CH:3]=[C:2]([Cl:1])[CH:7]=[CH:6][C:5]=2[OH:8])=[O:20])[CH2:17][CH2:18]1)(=[O:12])[CH3:11]. Reported procedure: Preparation took place by reacting 4-chloroanisole with 1-acetylpiperidine-4-carbonyl chloride to give the intermediate (1-acetylpiperidin-4-yl)-(5-chloro-2-hydroxyphenyl)methanone in analogy to Strupczewski et al., J. Med. Chem. 1985, 28, 761-69. Alkylation of the OH function with methyl bromoacetate was followed by cyclization in analogy to Kaltenbronn et al, Eur. J. Med. Chem. 1997, 32 (5), 425-431, to give methyl 3-(1-acetylpiperidin-4-yl)-5-methyl-1-benzofuran-2-carboxylate. Hydrolysis of t... Starting materials: [Al], CC(C)(C)OC(=O)N1CCC(c2ncnc3cc(OCCCn4cnnc4)ccc23)CC1, CCN(C)C, ClC(Cl)Cl, Cl, O=C(O)C(F)(F)F, O=C(Nc1ccc(N2CCOCC2)nc1)Oc1ccc([N+](=O)[O-])cc1. Product: O=C(Nc1ccc(N2CCOCC2)nc1)N1CCC(c2ncnc3cc(OCCCn4cnnc4)ccc23)CC1. Reaction SMILES: [Al:40].[C:1]([O:2][C:6](=[O:7])[N:8]1[CH2:9][CH2:10][CH:11]([c:14]2[n:15][cH:16][n:17][c:18]3[cH:19][c:20]([O:24][CH2:25][CH2:26][CH2:27][n:28]4[cH:29][n:30][n:31][cH:32]4)[cH:21][cH:22][c:23]23)[CH2:12][CH2:13]1)([CH3:3])([CH3:4])[CH3:5].[CH3:41][N:42]([CH3:43])[CH2:44][CH3:45].[Cl:72][CH:73]([Cl:74])[Cl:75].[ClH:46].[F:33][C:34]([F:35])([F:36])[C:37]([OH:38])=[O:39].[N+:47]([c:48]1[cH:49][cH:50][c:51]([O:52][C:53](=[O:54])[NH:58][c:59]2[cH:60][n:61][c:62]([N:65]3[CH2:66][CH2:67][O:68][CH2:69][CH2:70]3)[cH:63][cH:64]2)[cH:55][cH:56]1)([O-:57])=[O:71]>>[C:6](=[O:7])([N:8]1[CH2:9][CH2:10][CH:11]([c:14]2[n:15][cH:16][n:17][c:18]3[cH:19][c:20]([O:24][CH2:25][CH2:26][CH2:27][n:28]4[cH:29][n:30][n:31][cH:32]4)[cH:21][cH:22][c:23]23)[CH2:12][CH2:13]1)[NH:58][c:59]1[cH:60][n:61][c:62]([N:65]2[CH2:66][CH2:67][O:68][CH2:69][CH2:70]2)[cH:63][cH:64]1. Starting materials: NC1=C(NC2=C(C3=C(S2)C=CC=C3)C(=O)OCC)C=C(C=C1)Br (ethyl 2-(2-amino-5-bromoanilino)benzo[b]thiophene-3-carboxylate), CN1CCNCC1 (1-methylpiperazine), C1(=CC=CC=C1)OC (anisole). Reagents/catalysts: [Ti](Cl)(Cl)(Cl)Cl (titanium tetrachloride). Yields the product BrC1=CC2=C(N=C(C3=C(N2)SC2=C3C=CC=C2)N2CCN(CC2)C)C=C1 (8-bromo-12-(4-methylpiperazin-1-yl)-6H-[1]benzothieno[2,3-b][1,5]benzodiazepine). RXN SMILES: [NH2:1][C:2]1[CH:22]=[CH:21][C:20]([Br:23])=[CH:19][C:3]=1[NH:4][C:5]1[S:9][C:8]2[CH:10]=[CH:11][CH:12]=[CH:13][C:7]=2[C:6]=1[C:14](OCC)=O.[CH3:24][N:25]1[CH2:30][CH2:29][NH:28][CH2:27][CH2:26]1.C1(OC)C=CC=CC=1>[Ti](Cl)(Cl)(Cl)Cl>[Br:23][C:20]1[CH:21]=[CH:22][C:2]2[N:1]=[C:14]([N:28]3[CH2:29][CH2:30][N:25]([CH3:24])[CH2:26][CH2:27]3)[C:6]3[C:7]4[CH:13]=[CH:12][CH:11]=[CH:10][C:8]=4[S:9][C:5]=3[NH:4][C:3]=2[CH:19]=1. Procedure details: In the same manner as in Example 1 and using ethyl 2-(2-amino-5-bromoanilino)benzo[b]thiophene-3-carboxylate, 1-methylpiperazine, anisole and titanium tetrachloride, 8-bromo-12-(4-methylpiperazin-1-yl)-6H-[1]benzothieno[2,3-b][1,5]benzodiazepine is obtained.